From a dataset of the Open Reaction Database (ORD), a public repository of structured organic reaction records. describe an organic reaction: reactants, conditions, products, and yield Starting materials: aluminum Teflon, C(C1=CC=CC=C1)Br (Benzyl bromide), C(#C)C1=CC=C(S1)C(C(F)(F)F)=O (1-(5-Ethynyl-2-thienyl)-2,2,2-trifluoroethanone), [N-]=[N+]=[N-].[Na+] (NaN3), CC(C)(C)O (t-BuOH), glass, Cu. Reagents/catalysts: [O-]S(=O)(=O)[O-].[Cu+2] (CuSO4). The solvent is O (H2O), O (H2O). Conditions: temperature 50 celsius. Product: C(C1=CC=CC=C1)N1N=NC(=C1)C1=CC=C(S1)C(C(F)(F)F)=O (1-[5-(1-Benzyl-1H-1,2,3-triazol-4-yl)-2-thienyl]-2,2,2-trifluoroethanone). Reaction SMILES: [CH2:1](Br)[C:2]1[CH:7]=[CH:6][CH:5]=[CH:4][CH:3]=1.[C:9]([C:11]1[S:15][C:14]([C:16](=[O:21])[C:17]([F:20])([F:19])[F:18])=[CH:13][CH:12]=1)#[CH:10].[N-:22]=[N+:23]=[N-:24].[Na+].CC(O)(C)C>O.[O-]S([O-])(=O)=O.[Cu+2]>[CH2:1]([N:22]1[CH:10]=[C:9]([C:11]2[S:15][C:14]([C:16](=[O:21])[C:17]([F:19])([F:18])[F:20])=[CH:13][CH:12]=2)[N:24]=[N:23]1)[C:2]1[CH:7]=[CH:6][CH:5]=[CH:4][CH:3]=1 |f:2.3,6.7|. Procedure details: Benzyl bromide (1.0 eq), D2 (1.05 eq) and NaN3 (1.05 eq) were suspended in a 1:1 mixture of H2O and t-BuOH (0.1M) in a 10-mL glass vial equipped with a small magnetic stirring bar. To this was added Cu powder (0.8 eq) and CuSO4 solution (1.0M, 0.2 eq) and the vial was tightly sealed with an aluminum/Teflon crimp top. The mixture was then irradiated for 10 min at 125° C., using an irradiation power of 100 W. After completion of the reaction, the vial was cooled to 50° C. with air jet cooling befo... Starting materials: CC1=NN(C(=C1)C)C(NS(=O)(=O)C1=CC=C(C=C1)C)=N (N-[(3,5-dimethylpyrazol-1-yl)-iminomethyl]-4-methylbenzene-sulfonamide), CS(=O)(=O)O (methanesulfonic acid), NN1CCN(CC1)C (N-amino-4-methylpiperazine). Product: NC(=NS(=O)(=O)C1=CC=C(C=C1)C)NN1CCN(CC1)C (N-[amino-(4-methylpiperazin-1-yl-amino)-methylene]-4-methylbenzenesulfonamide). As a reaction SMILES: C[C:2]1[CH:6]=C(C)[N:4]([C:8](=[NH:20])[NH:9][S:10]([C:13]2[CH:18]=[CH:17][C:16]([CH3:19])=[CH:15][CH:14]=2)(=[O:12])=[O:11])[N:3]=1.CS(O)(=O)=O.N[N:27]1[CH2:32]CN(C)[CH2:29][CH2:28]1>>[NH2:20][C:8]([NH:4][N:3]1[CH2:2][CH2:6][N:27]([CH3:32])[CH2:28][CH2:29]1)=[N:9][S:10]([C:13]1[CH:14]=[CH:15][C:16]([CH3:19])=[CH:17][CH:18]=1)(=[O:11])=[O:12]. Procedure details: The compound of Example 8 was prepared according to the accompanying synthesis procedure from 0.5 ml of N-[(3,5-dimethylpyrazol-1-yl)-iminomethyl]-4-methylbenzene-sulfonamide solution (0.2 M, acetonitrile) with 19 mg of methanesulfonic acid and 0.5 ml of N-amino-4-methylpiperazine solution (1.0 M, acetonitrile) and filed in a substance databank. Calculated mol. wt. 311.40; found mol. wt. (M+H) 312.2; 623.0 (Dimer)